This data is from the Open Reaction Database (ORD), a public repository of structured organic reaction records. The task is: describe an organic reaction: reactants, conditions, products, and yield Reactants: CCCCCC=CCC1CC1CCCCCCCC(=O)OC, [Li+], [OH-]. Yields the product CCCCCC=CCC1CC1CCCCCCCC(=O)O. RXN SMILES: [CH3:1][O:2][C:3]([CH2:4][CH2:5][CH2:6][CH2:7][CH2:8][CH2:9][CH2:10][CH:11]1[CH:12]([CH2:14][CH:15]=[CH:16][CH2:17][CH2:18][CH2:19][CH2:20][CH3:21])[CH2:13]1)=[O:22].[Li+:23].[OH-:24]>>[O:2]=[C:3]([CH2:4][CH2:5][CH2:6][CH2:7][CH2:8][CH2:9][CH2:10][CH:11]1[CH:12]([CH2:14][CH:15]=[CH:16][CH2:17][CH2:18][CH2:19][CH2:20][CH3:21])[CH2:13]1)[OH:22]. Reactants: ClC1=C(C=C(C=C1)C(C)(C)C1=CN=C(N1C1=CC=C(C=C1)F)SCC1=C(C=C(OCCO)C=C1F)F)OC (2-(4-((5-(2-(4-chloro-3-methoxyphenyl)propan-2-yl)-1-(4-fluorophenyl)-1H-imidazol-2-ylthio)methyl)-3,5-difluorophenoxy)ethanol), CCN(C(C)C)C(C)C (DIPEA), CS(=O)(=O)Cl (methanesulfonyl chloride). Solvent: C(Cl)Cl (DCM). The product is CS(=O)(=O)OCCOC1=CC(=C(C(=C1)F)CSC=1N(C(=CN1)C(C)(C)C1=CC(=C(C=C1)Cl)OC)C1=CC=C(C=C1)F)F (2-(4-((5-(2-(4-chloro-3-methoxyphenyl)propan-2-yl)-1-(4-fluorophenyl)-1H-imidazol-2-ylthio)methyl)-3,5-difluorophenoxy)ethyl methanesulfonate). Isolated yield 94.7%. As a reaction SMILES: [Cl:1][C:2]1[CH:7]=[CH:6][C:5]([C:8]([C:11]2[N:15]([C:16]3[CH:21]=[CH:20][C:19]([F:22])=[CH:18][CH:17]=3)[C:14]([S:23][CH2:24][C:25]3[C:34]([F:35])=[CH:33][C:28]([O:29][CH2:30][CH2:31][OH:32])=[CH:27][C:26]=3[F:36])=[N:13][CH:12]=2)([CH3:10])[CH3:9])=[CH:4][C:3]=1[O:37][CH3:38].CCN(C(C)C)C(C)C.[CH3:48][S:49](Cl)(=[O:51])=[O:50]>C(Cl)Cl>[CH3:48][S:49]([O:32][CH2:31][CH2:30][O:29][C:28]1[CH:27]=[C:26]([F:36])[C:25]([CH2:24][S:23][C:14]2[N:15]([C:16]3[CH:21]=[CH:20][C:19]([F:22])=[CH:18][CH:17]=3)[C:11]([C:8]([C:5]3[CH:6]=[CH:7][C:2]([Cl:1])=[C:3]([O:37][CH3:38])[CH:4]=3)([CH3:10])[CH3:9])=[CH:12][N:13]=2)=[C:34]([F:35])[CH:33]=1)(=[O:51])=[O:50]. Procedure details: To a stirred solution of 2-(4-((5-(2-(4-chloro-3-methoxyphenyl)propan-2-yl)-1-(4-fluorophenyl)-1H-imidazol-2-ylthio)methyl)-3,5-difluorophenoxy)ethanol (3.8 g, 6.75 mmol) and DIPEA (3.52 mL, 20.3 mmol) in DCM (100 mL) at 0° C. was added methanesulfonyl chloride (603 μL, 7.8 mmol). After the reaction was slowly warmed to ambient temperature over 30 min, it was partitioned in DCM (100 mL) and water (100 mL). Organic layer was dried over MgSO4 and evaporated in vacuo. The residue was purified by co... Reactants: C(=O)C1=C(C=C(C(=O)OC)C=C1)[N+](=O)[O-] (methyl 4-formyl-3-nitrobenzoate), C(=O)([O-])[O-].[K+].[K+] (K2CO3), C(CS)(=O)OC (methyl thioglycolate), resultant mixture, H2O ice. Solvent: CN(C)C=O (DMF). Reaction conditions: time 1 hour. The product is COC(=O)C1=CC2=C(S1)C=C(C=C2)C(=O)OC (Benzo[b]thiophene-2,6-dicarboxylic acid dimethyl ester). RXN SMILES: [CH:1]([C:3]1[CH:12]=[CH:11][C:6]([C:7]([O:9][CH3:10])=[O:8])=[CH:5][C:4]=1[N+]([O-])=O)=O.C([O-])([O-])=O.[K+].[K+].[C:22]([O:26][CH3:27])(=[O:25])[CH2:23][SH:24]>CN(C=O)C>[CH3:27][O:26][C:22]([C:23]1[S:24][C:4]2[CH:5]=[C:6]([C:7]([O:9][CH3:10])=[O:8])[CH:11]=[CH:12][C:3]=2[CH:1]=1)=[O:25] |f:1.2.3|. Procedure: To a mixture of methyl 4-formyl-3-nitrobenzoate (6.68 g, 31.9 mmol) and K2CO3 (5.55 g, 38.3 mmol) in DMF (70 mL) was slowly added methyl thioglycolate (2.91 mL, 31.9 mmol). The mixture was stirred at RT for 1 h, then at 50° C. for 24 h. The resultant mixture was poured into H2O/ice and stirred until a precipitate formed. The green solid was filtered. 1H NMR (DMSO-d6) δ 8.72 (s, 1H), 8.25 (s, 1H), 8.12 (d, J=8.0 Hz), 7.95 (d, J=8.0 Hz), 3.87 (s, 6H). MS (EI): cal'd (MH+) 251.03, exp (MH+) 251.18. Reactants: BrC1CCCC1, [H-], [Na+], CN(C)C=O, O, COc1ccc(-n2cnc3cnccc32)cc1O. The product is COc1ccc(-n2cnc3cnccc32)cc1OC1CCCC1. RXN SMILES: [CH:19]1([Br:24])[CH2:20][CH2:21][CH2:22][CH2:23]1.[H-:26].[Na+:25].[O:28]=[CH:29][N:30]([CH3:31])[CH3:32].[OH2:27].[OH:1][c:2]1[cH:3][c:4](-[n:10]2[cH:11][n:12][c:13]3[cH:14][n:15][cH:16][cH:17][c:18]23)[cH:5][cH:6][c:7]1[O:8][CH3:9]>>[O:1]([c:2]1[cH:3][c:4](-[n:10]2[cH:11][n:12][c:13]3[cH:14][n:15][cH:16][cH:17][c:18]23)[cH:5][cH:6][c:7]1[O:8][CH3:9])[CH:19]1[CH2:20][CH2:21][CH2:22][CH2:23]1. Reactants: COC(=O)C1CC(Oc2cc(-c3nc(C(F)(F)F)cs3)nc3c(C)c(OC)ccc23)CCN1C(=O)OCc1ccccc1, O, O=C(O)C(F)(F)F. The product is COC(=O)C1CC(Oc2cc(-c3nc(C(F)(F)F)cs3)nc3c(C)c(OC)ccc23)CCN1. RXN SMILES: [CH3:1][O:2][C:3](=[O:4])[CH:5]1[N:6]([C:34]([O:35][CH2:36][c:37]2[cH:38][cH:39][cH:40][cH:41][cH:42]2)=[O:43])[CH2:7][CH2:8][CH:9]([O:11][c:12]2[cH:13][c:14](-[c:25]3[s:26][cH:27][c:28]([C:30]([F:31])([F:32])[F:33])[n:29]3)[n:15][c:16]3[c:17]([CH3:24])[c:18]([O:22][CH3:23])[cH:19][cH:20][c:21]23)[CH2:10]1.[OH2:44].[OH:45][C:46]([C:47]([F:48])([F:49])[F:50])=[O:51]>>[CH3:1][O:2][C:3](=[O:4])[CH:5]1[NH:6][CH2:7][CH2:8][CH:9]([O:11][c:12]2[cH:13][c:14](-[c:25]3[s:26][cH:27][c:28]([C:30]([F:31])([F:32])[F:33])[n:29]3)[n:15][c:16]3[c:17]([CH3:24])[c:18]([O:22][CH3:23])[cH:19][cH:20][c:21]23)[CH2:10]1. The reactants are Cl.BrC1=C(C=C(C=C1)F)NN ((2-bromo-5-fluoro-phenyl)-hydrazine hydrochloride), BrC1=C(N)C=C(C=C1)F (2-bromo-5-fluoroaniline), C(Cl)Cl (CH2Cl2), [OH-].[Na+] (NaOH). Run in O (water). Product: BrC1=C(C=C(C=C1)F)NN ((2-Bromo-5-fluoro-phenyl)-hydrazine). As a reaction SMILES: Cl.[Br:2][C:3]1[CH:8]=[CH:7][C:6]([F:9])=[CH:5][C:4]=1[NH:10][NH2:11].BrC1C=CC(F)=CC=1N.C(Cl)Cl.[OH-].[Na+]>O>[Br:2][C:3]1[CH:8]=[CH:7][C:6]([F:9])=[CH:5][C:4]=1[NH:10][NH2:11] |f:0.1,4.5|. Reported procedure: To a suspension of (2-bromo-5-fluoro-phenyl)-hydrazine hydrochloride (41 g, 0.17 mol; prepared from 2-bromo-5-fluoroaniline by the method described in U.S. Pat. No. 3,959,309 (1976) p-23, and p-48) in water (300 mL) and CH2Cl2 (200 mL) was added 1N—NaOH (200 mL) until the solution was basic. The CH2Cl2 layer was separated and the aqueous portion was further extracted with CH2Cl2 (150 mL). The combined organic extracts were dried (MgSO4), filtered, and concentrated to obtain 33 g (0.16 mol) of th... Starting materials: OC=1C=C(CN2C(CN(CC2)C(=O)OC(C)(C)C)=O)C=CC1 (1-[3-(Hydroxy)benzyl]-4-(tert-Butyloxy)carbonyl-2-piperazinone), Cl (HCl). Solvent: C(C)(=O)OCC (ethyl acetate). Conditions: time 15 minute. The product is Cl.OC=1C=C(CN2C(CNCC2)=O)C=CC1 (1-[3-(Hydroxy)benzyl]-2-piperazinone Hydrochloride). RXN SMILES: [OH:1][C:2]1[CH:3]=[C:4]([CH:20]=[CH:21][CH:22]=1)[CH2:5][N:6]1[CH2:11][CH2:10][N:9](C(OC(C)(C)C)=O)[CH2:8][C:7]1=[O:19].[ClH:23]>C(OCC)(=O)C>[ClH:23].[OH:1][C:2]1[CH:3]=[C:4]([CH:20]=[CH:21][CH:22]=1)[CH2:5][N:6]1[CH2:11][CH2:10][NH:9][CH2:8][C:7]1=[O:19] |f:3.4|. Reported procedure: Through a solution of the product from Step J (68 mg, 0.22 mmol) in 3.0 mL of ethyl acetate at 0° C. was bubbled anhydrous HCl gas for 5 minutes. After 15 minutes, the solution was concentrated in vacuo to provide the titled salt as a white foam which was used in the next reaction without further purification. The reactants are CC(C)(C)SC(=O)c1ccccc1, COc1ccc(P2(=S)SP(=S)(c3ccc(OC)cc3)S2)cc1, Cc1ccccc1. Product: CC(C)(C)SC(=S)c1ccccc1. RXN SMILES: [C:1]([c:2]1[cH:3][cH:4][cH:5][cH:6][cH:7]1)(=[O:8])[S:9][C:10]([CH3:11])([CH3:12])[CH3:13].[CH3:14][O:15][c:16]1[cH:17][cH:18][c:19]([P:20]2(=[S:23])[S:21][P:22]([c:24]3[cH:25][cH:26][c:27]([O:28][CH3:29])[cH:30][cH:31]3)(=[S:32])[S:33]2)[cH:34][cH:35]1.[CH3:36][c:37]1[cH:38][cH:39][cH:40][cH:41][cH:42]1>>[C:1]([c:2]1[cH:3][cH:4][cH:5][cH:6][cH:7]1)([S:9][C:10]([CH3:11])([CH3:12])[CH3:13])=[S:23].